Dataset: the Open Reaction Database (ORD), a public repository of structured organic reaction records. Task: describe an organic reaction: reactants, conditions, products, and yield Starting materials: CO, CN(C)CCOc1cnc2[nH]c(C(=CC3CCCC3)c3ccc(S(C)(=O)=O)cc3)cc2c1. The product is CN(C)CCOc1cnc2[nH]c(C(CC3CCCC3)c3ccc(S(C)(=O)=O)cc3)cc2c1. Reaction SMILES: [CH3:33][OH:34].[CH:1]1([CH:6]=[C:7]([c:8]2[cH:9][cH:10][c:11]([S:14](=[O:15])(=[O:16])[CH3:17])[cH:12][cH:13]2)[c:18]2[cH:19][c:20]3[c:21]([n:22][cH:23][c:24]([O:26][CH2:27][CH2:28][N:29]([CH3:30])[CH3:31])[cH:25]3)[nH:32]2)[CH2:2][CH2:3][CH2:4][CH2:5]1>>[CH:1]1([CH2:6][CH:7]([c:8]2[cH:9][cH:10][c:11]([S:14](=[O:15])(=[O:16])[CH3:17])[cH:12][cH:13]2)[c:18]2[cH:19][c:20]3[c:21]([n:22][cH:23][c:24]([O:26][CH2:27][CH2:28][N:29]([CH3:30])[CH3:31])[cH:25]3)[nH:32]2)[CH2:2][CH2:3][CH2:4][CH2:5]1. Reactants: C(#N)CC(CCCO)(C1=CC=CC=C1)C1=CC=CC=C1 (5-cyano-4,4-diphenylpentanol), C1(=CC=CC=C1)P(C1=CC=CC=C1)C1=CC=CC=C1 (triphenylphosphine), N1C=NC=C1 (imidazole), II (iodine). The solvent is C(Cl)Cl (methylene chloride), C(Cl)Cl (methylene chloride). Run at time 8 hour. The product is C1(=CC=CC=C1)C(CC#N)(CCCI)C1=CC=CC=C1 (3,3-Diphenyl-6-iodohexanenitrile). Isolated yield 81.6%. As a reaction SMILES: C1(P(C2C=CC=CC=2)C2C=CC=CC=2)C=CC=CC=1.N1C=CN=C1.[I:25]I.[C:27]([CH2:29][C:30]([C:41]1[CH:46]=[CH:45][CH:44]=[CH:43][CH:42]=1)([C:35]1[CH:40]=[CH:39][CH:38]=[CH:37][CH:36]=1)[CH2:31][CH2:32][CH2:33]O)#[N:28]>C(Cl)Cl>[C:35]1([C:30]([C:41]2[CH:46]=[CH:45][CH:44]=[CH:43][CH:42]=2)([CH2:31][CH2:32][CH2:33][I:25])[CH2:29][C:27]#[N:28])[CH:40]=[CH:39][CH:38]=[CH:37][CH:36]=1. Procedure: To a solution of triphenylphosphine (1.68 g) in methylene chloride (30 ml) and imidazole (0.44 g) was added iodine (1.62 g). To this mixture was added a solution of 5-cyano-4,4-diphenylpentanol (1.3 g) in methylene chloride (5 ml) dropwise. After completion of dropwise addition, the mixture was stirred at room temperature overnight. The reaction mixture was washed with a saturated aqueous solution of sodium thiosulfate, dried over anhydrous sodium sulfate, and concentrated to dryness. To the gro...